From a dataset of the Open Reaction Database (ORD), a public repository of structured organic reaction records. describe an organic reaction: reactants, conditions, products, and yield The reactants are 40, NN1CCN(CC1)C1C2=C(C(=CC3=C1C=CC=C3)C#N)C=CC=C2 (5-(4-amino-1-piperazinyl)-5H-dibenzo[a,d]cycloheptene-10-carbonitrile), N1=C(C=CC=C1)C=O (2-pyridinecarboxaldehyde), C(C)(=O)O (acetic acid). Run in CC(C)O (2-propanol). Yields the product N1=C(C=CC=C1)C=NN1CCN(CC1)C1C2=C(C(=CC3=C1C=CC=C3)C#N)C=CC=C2 (5-[4-(2-pyridylmethylene)amino-1-piperazinyl]-5H-dibenzo[a,d]cycloheptene- 10-carbonitrile). Reaction SMILES: [NH2:1][N:2]1[CH2:7][CH2:6][N:5]([CH:8]2[C:14]3[CH:15]=[CH:16][CH:17]=[CH:18][C:13]=3[CH:12]=[C:11]([C:19]#[N:20])[C:10]3[CH:21]=[CH:22][CH:23]=[CH:24][C:9]2=3)[CH2:4][CH2:3]1.[N:25]1[CH:30]=[CH:29][CH:28]=[CH:27][C:26]=1[CH:31]=O.C(O)(=O)C>CC(O)C>[N:25]1[CH:30]=[CH:29][CH:28]=[CH:27][C:26]=1[CH:31]=[N:1][N:2]1[CH2:3][CH2:4][N:5]([CH:8]2[C:14]3[CH:15]=[CH:16][CH:17]=[CH:18][C:13]=3[CH:12]=[C:11]([C:19]#[N:20])[C:10]3[CH:21]=[CH:22][CH:23]=[CH:24][C:9]2=3)[CH2:6][CH2:7]1. Procedure: A mixture of 40 parts of 5-(4-amino-1-piperazinyl)-5H-dibenzo[a,d]cycloheptene-10-carbonitrile, 50 parts of 2-pyridinecarboxaldehyde, 3 parts of glacial acetic acid, and 400 parts of 2-propanol is heated at the boiling point under reflux for 5 hours, then refrigerated until precipitation is complete. Insoluble solids are removed by filtration, consecutively washed with absolute ethanol and hexane, and air-dried. Recrystallization of this material from a mixture of chloroform and hexane affords 5... Starting materials: CCOP(=O)(Cc1nnc2c(=O)[nH]c3cc(C(F)(F)F)ccc3n12)OCC, CCO, [Na+], [OH-]. Product: CCOP(=O)(O)Cc1nnc2c(=O)[nH]c3cc(C(F)(F)F)ccc3n12. RXN SMILES: [CH2:1]([CH3:2])[O:3][P:4](=[O:5])([O:6][CH2:7][CH3:8])[CH2:9][c:10]1[n:11][n:12][c:13]2[n:14]1[c:15]1[cH:16][cH:17][c:18]([C:24]([F:25])([F:26])[F:27])[cH:19][c:20]1[nH:21][c:22]2=[O:23].[CH3:28][CH2:29][OH:30].[Na+:32].[OH-:31]>>[CH2:1]([CH3:2])[O:3][P:4](=[O:5])([OH:6])[CH2:9][c:10]1[n:11][n:12][c:13]2[n:14]1[c:15]1[cH:16][cH:17][c:18]([C:24]([F:25])([F:26])[F:27])[cH:19][c:20]1[nH:21][c:22]2=[O:23]. Reactants: NC1=C(C(=NC2=CC=CC(=C12)OC[C@H](C(C)C)N)C)C(=O)OCC ((S)-ethyl 4-amino-5-(2-amino-3-methylbutoxy)-2-methylquinoline-3-carboxylate), O1C2=C(OCC1)C(=CC=C2)C(=O)O (2,3-dihydrobenzo[b][1,4]dioxine-5-carboxylic acid). The product is NC1=C(C(=NC2=CC=CC(=C12)OC[C@H](C(C)C)NC(=O)C1=CC=CC=2OCCOC21)C)C(=O)OCC ((S)-ethyl 4-amino-5-(2-(2,3-dihydrobenzo[b][1,4]dioxine-5-carboxamido)-3-methylbutoxy)-2-methylquinoline-3-carboxylate). As a reaction SMILES: [NH2:1][C:2]1[C:11]2[C:6](=[CH:7][CH:8]=[CH:9][C:10]=2[O:12][CH2:13][C@@H:14]([NH2:18])[CH:15]([CH3:17])[CH3:16])[N:5]=[C:4]([CH3:19])[C:3]=1[C:20]([O:22][CH2:23][CH3:24])=[O:21].[O:25]1[CH2:30][CH2:29][O:28][C:27]2[C:31]([C:35](O)=[O:36])=[CH:32][CH:33]=[CH:34][C:26]1=2>>[NH2:1][C:2]1[C:11]2[C:6](=[CH:7][CH:8]=[CH:9][C:10]=2[O:12][CH2:13][C@@H:14]([NH:18][C:35]([C:31]2[C:27]3[O:28][CH2:29][CH2:30][O:25][C:26]=3[CH:34]=[CH:33][CH:32]=2)=[O:36])[CH:15]([CH3:17])[CH3:16])[N:5]=[C:4]([CH3:19])[C:3]=1[C:20]([O:22][CH2:23][CH3:24])=[O:21]. Procedure: Prepared as in Example 24a from (S)-ethyl 4-amino-5-(2-amino-3-methylbutoxy)-2-methylquinoline-3-carboxylate (Example 95b) and 2,3-dihydrobenzo[b][1,4]dioxine-5-carboxylic acid as brown solid (36%). MS 494 (MH+). Reactants: NC1CCN(CC1)C(=O)OC(C)(C)C (tert-butyl 4-aminopiperidine-1-carboxylate), ClC(Cl)(OC(OC(Cl)(Cl)Cl)=O)Cl (triphosgene), NC1=C(SC(=C1)C1=CC=CC=C1)C(=O)[O-] (3-amino-5-phenylthiophene-2-carboxylate), CCN(C(C)C)C(C)C (DIPEA). The solvent is C1CCOC1 (THF), C1CCOC1 (THF), C1CCOC1 (THF). Conditions: temperature 0 celsius, time 14 hour. Product: COC(=O)C=1SC(=CC1NC(=O)NC1CCN(CC1)C(=O)OC(C)(C)C)C1=CC=CC=C1 (Tert-butyl 4-({[2-(methoxycarbonyl)-5-phenyl-3-thienyl]carbamoyl}amino)piperidine-1-carboxylate). Reaction SMILES: Cl[C:2](Cl)([O:4]C(=O)OC(Cl)(Cl)Cl)Cl.[NH2:13][C:14]1[CH:18]=[C:17]([C:19]2[CH:24]=[CH:23][CH:22]=[CH:21][CH:20]=2)[S:16][C:15]=1[C:25]([O-:27])=[O:26].[NH2:28][CH:29]1[CH2:34][CH2:33][N:32]([C:35]([O:37][C:38]([CH3:41])([CH3:40])[CH3:39])=[O:36])[CH2:31][CH2:30]1.[CH3:42]CN(C(C)C)C(C)C>C1COCC1>[CH3:42][O:26][C:25]([C:15]1[S:16][C:17]([C:19]2[CH:24]=[CH:23][CH:22]=[CH:21][CH:20]=2)=[CH:18][C:14]=1[NH:13][C:2]([NH:28][CH:29]1[CH2:30][CH2:31][N:32]([C:35]([O:37][C:38]([CH3:41])([CH3:40])[CH3:39])=[O:36])[CH2:33][CH2:34]1)=[O:4])=[O:27]. Procedure: To a solution of triphosgene (421 mg) in THF (15 ml) under nitrogen atmosphere is added at 0° C. a solution of 3-amino-5-phenylthiophene-2-carboxylate (1.00 g) in THF (10 ml) within 2 h. The mixture is stirred at 0° C. for 1 h and at RT for additional 14 h. The resulting suspension is cooled to 0° C. and a solution tert-butyl 4-aminopiperidine-1-carboxylate (867 mg) in THF (10 ml) is added dropwise. After 15 min at 0° C. DIPEA (1.75 ml) is slowly added. The reaction mixture is stirred for 15 min...